Task: describe an organic reaction: reactants, conditions, products, and yield. Dataset: the Open Reaction Database (ORD), a public repository of structured organic reaction records The reactants are [H-].[Na+] (sodium hydride), BrC=1C=C(C(=C(C1)F)CBr)CBr (5-bromo-2,3-di(bromomethyl)fluorobenzene), CC=1C=CC(=CC1)S(=O)(=O)N (p-toluenesulfonamide), O (water). Solvent: CN(C=O)C (N,N-dimethylformamide), CN(C=O)C (N,N-dimethylformamide), CN(C=O)C (N,N-dimethylformamide). Conditions: time 30 minute. Product: BrC=1C=C2CN(CC2=C(C1)F)S(=O)(=O)C1=CC=C(C=C1)C (5-bromo-7-fluoro-2-(p-toluenesulfonyl)isoindoline). The yield is 41.0%. RXN SMILES: [H-].[Na+].[CH3:3][C:4]1[CH:5]=[CH:6][C:7]([S:10]([NH2:13])(=[O:12])=[O:11])=[CH:8][CH:9]=1.[Br:14][C:15]1[CH:16]=[C:17]([CH2:24]Br)[C:18]([CH2:22]Br)=[C:19]([F:21])[CH:20]=1.O>CN(C)C=O>[Br:14][C:15]1[CH:16]=[C:17]2[C:18](=[C:19]([F:21])[CH:20]=1)[CH2:22][N:13]([S:10]([C:7]1[CH:6]=[CH:5][C:4]([CH3:3])=[CH:9][CH:8]=1)(=[O:12])=[O:11])[CH2:24]2 |f:0.1|. Reported procedure: In 30 ml of N,N-dimethylformamide was suspended 1.30 g of sodium hydride (purity: 60%), and 15 ml of a N,N-dimethylformamide solution containing 2.80 g of p-toluenesulfonamide was added thereto at room temperature, after which the resulting mixture was stirred at the same temperature for 30 minutes and then at 60° C. for 1 hour. A solution of 5.70 g of 5-bromo-2,3-di(bromomethyl)fluorobenzene in 15 ml of N,N-dimethylformamide was added to the reaction mixture at 60° C. and the resulting mixture ... Starting materials: COC1=CC=C2C3=CC(CCC3(CC2=C1)C)=O (7-methoxy-9a-methyl-1,2,9,9a-tetrahydro-3H-fluoren-3-one), C(=O)(O)[O-].[Na+] (NaHCO3), BrBr (bromine). Solvent: CCOC(=O)C (EtOAc), C(Cl)Cl (CH2Cl2). Run at time 22 hour. Product: BrC=1C(CCC2(CC3=CC(=CC=C3C12)OC)C)=O (4-bromo-7-methoxy-9a-methyl-1,2,9,9a-tetrahydro-3H-fluoren-3-one). Isolated yield 46.5%. Reaction SMILES: [CH3:1][O:2][C:3]1[CH:15]=[C:14]2[C:6]([C:7]3[C:12]([CH3:16])([CH2:13]2)[CH2:11][CH2:10][C:9](=[O:17])[CH:8]=3)=[CH:5][CH:4]=1.C([O-])(O)=O.[Na+].[Br:23]Br>C(Cl)Cl.CCOC(C)=O>[Br:23][C:8]1[C:9](=[O:17])[CH2:10][CH2:11][C:12]2([CH3:16])[C:7]=1[C:6]1[C:14](=[CH:15][C:3]([O:2][CH3:1])=[CH:4][CH:5]=1)[CH2:13]2 |f:1.2|. Procedure details: A mixture of 7-methoxy-9a-methyl-1,2,9,9a-tetrahydro-3H-fluoren-3-one (32 mg, 0.14 mmol) and NaHCO3 (60 mg, 0.7 mmol) in CH2Cl2 (0.5 ml) was treated with bromine (0.008 mL, 0.154 mmol), and the resulting mixture was stirred at room temperature for 22 hours. The mixture was diluted with EtOAc (8 ml), washed with dilute aqueous Na2S2O3 (4 mL) and brine (4 ml), dried over MgSO4, filtered, and evaporated under vacuum to a yellow oil (43 mg). This material was purified by preparative layer chromatogr... Starting materials: P(O)(O)(O)=O (Phosphoric acid), CC1=CCC(CC1)(C=C)C (1,4-dimethyl-4-vinyl-cyclohexene). Solvent: C1(=CC=CC=C1)C (toluene). Product: CC=1C2CCC(CC1)(C2)C (2,5-dimethyl-bicyclo[3.2.1]oct-2-ene). RXN SMILES: P(=O)(O)(O)O.[CH3:6][C:7]1[CH2:12][CH2:11][C:10]([CH3:15])([CH:13]=[CH2:14])[CH2:9][CH:8]=1>C1(C)C=CC=CC=1>[CH3:6][C:7]1[CH:12]2[CH2:11][C:10]([CH3:15])([CH2:9][CH:8]=1)[CH2:13][CH2:14]2. Procedure: Phosphoric acid (H3PO4, 145 g, 1.48 mol) was added to a solution of 1,4-dimethyl-4-vinyl-cyclohexene (403 g, 2.96 mol, commercially available from Evonik Industries) in toluene (500 mL) and refluxed for 6 hours. The reaction mixture was subsequently quenched with a solution of sodium hydroxide (NaOH). The organic layer was separated, dried over sodium sulfate (Na2SO4), and fractionated to provide 2,5-dimethyl-bicyclo[3.2.1]oct-2-ene (280 g) having a boiling point of 87° C. at a pressure of 27 mm... Yields the product C(#N)C=1C(=CC(=NC1)NC(=O)N1CCCC2=CC(=C(N=C12)C=O)C=1C(=NN(C1)C)C)NCCOC (N-(5-cyano-4-((2-methoxyethyl)amino)pyridin-2-yl)-6-(1,3-dimethyl-1H-pyrazol-4-yl)-7-formyl-3,4-dihydro-1,8-naphthyridine-1(2H)-carboxamide). Starting materials: C(#N)C=1C(=CC(=NC1)NC(=O)N1CCCC2=CC(=C(N=C12)C(OC)OC)C=1C(=NN(C1)C)C)NCCOC (N-(5-cyano-4-((2-methoxyethyl)amino)pyridin-2-yl)-7-(dimethoxymethyl)-6-(1,3-dimethyl-1H-pyrazol-4-yl)-3,4-dihydro-1,8-naphthyridine-1(2H)-carboxamide), C(#N)C=1C(=CC(=NC1)NC(=O)N1CCCC2=CC(=C(N=C12)C(OC)OC)C=1C(=NN(C1)C)C)NCCOC (N-(5-cyano-4-((2-methoxyethyl)amino)pyridin-2-yl)-7-(dimethoxymethyl)-6-(1,3-dimethyl-1H-pyrazol-4-yl)-3,4-dihydro-1,8-naphthyridine-1(2H)-carboxamide), Cl (HCl). Run in C1CCOC1 (THF), O (water). RXN SMILES: [C:1]([C:3]1[C:4]([NH:34][CH2:35][CH2:36][O:37][CH3:38])=[CH:5][C:6]([NH:9][C:10]([N:12]2[C:21]3[C:16](=[CH:17][C:18]([C:27]4[C:28]([CH3:33])=[N:29][N:30]([CH3:32])[CH:31]=4)=[C:19]([CH:22](OC)[O:23]C)[N:20]=3)[CH2:15][CH2:14][CH2:13]2)=[O:11])=[N:7][CH:8]=1)#[N:2].Cl>C1COCC1.O>[C:1]([C:3]1[C:4]([NH:34][CH2:35][CH2:36][O:37][CH3:38])=[CH:5][C:6]([NH:9][C:10]([N:12]2[C:21]3[C:16](=[CH:17][C:18]([C:27]4[C:28]([CH3:33])=[N:29][N:30]([CH3:32])[CH:31]=4)=[C:19]([CH:22]=[O:23])[N:20]=3)[CH2:15][CH2:14][CH2:13]2)=[O:11])=[N:7][CH:8]=1)#[N:2]. Reaction conditions: time 2 hour. Procedure: To a solution of N-(5-cyano-4-((2-methoxyethyl)amino)pyridin-2-yl)-7-(dimethoxymethyl)-6-(1,3-dimethyl-1H-pyrazol-4-yl)-3,4-dihydro-1,8-naphthyridine-1(2H)-carboxamide (intermediate 314, 25.6 mg, 0.049 mmol) in THF (250 μL) and water (250 μL) was added 37% aqueous HCl (81 μL, 0.984 mmol) at room temperature. The reaction mixture was stirred for 2 h at room temperature, quenched by the addition of saturated aqueous NaHCO3 and diluted with DCM. Phases were separated and the water phase was extract...